From a dataset of the Open Reaction Database (ORD), a public repository of structured organic reaction records. describe an organic reaction: reactants, conditions, products, and yield The reactants are [H][H] (hydrogen), C1(=CC=CC=C1)[C@H](C)N[C@@H]1CNCC12CC2 ((S)-7-[(S)-1-phenylethyl]amino-5-azaspiro[2.4]heptane), C(C)O (ethanol), Cl (hydrochloric acid). Reagents/catalysts: [OH-].[Pd+2].[OH-] (palladium hydroxide). Solvent: O (water). Yields the product Cl.Cl.N[C@@H]1CNCC12CC2 ((S)-7-Amino-5-azaspiro[2.4]heptane dihydrochloride). Yield: 82.0%. As a reaction SMILES: C1([C@@H]([NH:9][C@H:10]2[C:14]3([CH2:16][CH2:15]3)[CH2:13][NH:12][CH2:11]2)C)C=CC=CC=1.C(O)C.[ClH:20].[H][H]>[OH-].[Pd+2].[OH-].O>[ClH:20].[ClH:20].[NH2:9][C@H:10]1[C:14]2([CH2:16][CH2:15]2)[CH2:13][NH:12][CH2:11]1 |f:4.5.6,8.9.10|. Reported procedure: An autoclave was charged with 79 mg of (S)-7-[(S)-1-phenylethyl]amino-5-azaspiro[2.4]heptane, 37 mg of 20% palladium hydroxide, 2 ml of ethanol, 1 ml of water and 0.5 ml of concentrated hydrochloric acid, and the contents were stirred overnight at room temperature in an atmosphere of hydrogen (40 kgf/cm2). After completion of the reaction, the catalyst was removed by filtration and the resulting filtrate was concentrated under a reduced pressure to obtain 72 mg (82%) of the title compound in the... Reactants: ClCCl, Cl, CC(C)(C)OC(=O)N1CCC(Nc2ccc(S(N)(=O)=O)cc2[N+](=O)[O-])CC1. Product: NS(=O)(=O)c1ccc(NC2CCNCC2)c([N+](=O)[O-])c1. Reaction SMILES: [Cl:29][CH2:30][Cl:31].[ClH:28].[N+:1](=[O:2])([O-:3])[c:4]1[c:5]([NH:14][CH:15]2[CH2:16][CH2:17][N:18]([C:21]([O:22][C:23]([CH3:24])([CH3:25])[CH3:26])=[O:27])[CH2:19][CH2:20]2)[cH:6][cH:7][c:8]([S:10]([NH2:11])(=[O:12])=[O:13])[cH:9]1>>[N+:1](=[O:2])([O-:3])[c:4]1[c:5]([NH:14][CH:15]2[CH2:16][CH2:17][NH:18][CH2:19][CH2:20]2)[cH:6][cH:7][c:8]([S:10]([NH2:11])(=[O:12])=[O:13])[cH:9]1.